From a dataset of the Open Reaction Database (ORD), a public repository of structured organic reaction records. describe an organic reaction: reactants, conditions, products, and yield Starting materials: CC=1C=NC=2N(C1)N=C(N2)C=O (6-Methyl-[1,2,4]triazolo[1,5-a]pyrimidine-2-carbaldehyde), C1(CCCC1)C1(OC(C=C(C1)O)=O)CCC1=CC(=C(C=C1)C(C#N)(C)C)F (2-{4-[2-(2-cyclopentyl-4-hydroxy-6-oxo-3,6-dihydro-2H-pyran-2-yl)ethyl]-2-fluorophenyl}-2-methylpropanenitrile), C(C)C=1NC(=C(N1)C)C=O (2-ethyl-4-methyl-1H-imidazole-5-carbaldehyde), ClC1=C(C=CC(=C1)CCC1(OC(CC(C1)=O)=O)C1CCCC1)C(C#N)(C)C (2-{2-Chloro-4-[2-(2-cyclopentyl-4,6-dioxo-tetrahydro-pyran-2-yl)-ethyl]-phenyl}-2-methyl-propionitril). Yields the product ClC1=C(C=CC(=C1)CCC1(OC(C(=C(C1)O)CC1=NN2C(N=CC(=C2)C)=N1)=O)C1CCCC1)C(C#N)(C)C (2-(2-Chloro-4-{2-[2-cyclopentyl-4-hydroxy-5-(6-methyl-[1,2,4]triazolo[1,5-a]pyrimidin-2-ylmethyl)-6-oxo-3,6-dihydro-2H-pyran-2-yl]-ethyl}-phenyl)-2-methyl-propionitrile). As a reaction SMILES: [CH3:1][C:2]1[CH:3]=[N:4][C:5]2[N:6]([N:8]=[C:9]([CH:11]=O)[N:10]=2)[CH:7]=1.C(C1NC(C=O)=C(C)N=1)C.[Cl:23][C:24]1[CH:29]=[C:28]([CH2:30][CH2:31][C:32]2([CH:40]3[CH2:44][CH2:43][CH2:42][CH2:41]3)[CH2:37][C:36](=[O:38])[CH2:35][C:34](=[O:39])[O:33]2)[CH:27]=[CH:26][C:25]=1[C:45]([CH3:49])([CH3:48])[C:46]#[N:47].C1(C2(CCC3C=CC(C(C)(C)C#N)=C(F)C=3)CC(O)=CC(=O)O2)CCCC1>>[Cl:23][C:24]1[CH:29]=[C:28]([CH2:30][CH2:31][C:32]2([CH:40]3[CH2:41][CH2:42][CH2:43][CH2:44]3)[CH2:37][C:36]([OH:38])=[C:35]([CH2:11][C:9]3[N:10]=[C:5]4[N:4]=[CH:3][C:2]([CH3:1])=[CH:7][N:6]4[N:8]=3)[C:34](=[O:39])[O:33]2)[CH:27]=[CH:26][C:25]=1[C:45]([CH3:49])([CH3:48])[C:46]#[N:47]. Procedure details: The title compound was prepared analogously to Example A(97) where 6-Methyl-[1,2,4]triazolo[1,5-a]pyrimidine-2-carbaldehyde was substituted in place of 2-ethyl-4-methyl-1H-imidazole-5-carbaldehyde and 2-{2-Chloro-4-[2-(2-cyclopentyl-4,6-dioxo-tetrahydro-pyran-2-yl)-ethyl]-phenyl}-2-methyl-propionitril from Example A(147) (was substituted in place of 2-{4-[2-(2-cyclopentyl-4-hydroxy-6-oxo-3,6-dihydro-2H-pyran-2-yl)ethyl]-2-fluorophenyl}-2-methylpropanenitrile. 1H NMR (400 MHz, CDCl3) δ: 1.17–1.59... Starting materials: C(C)N1N=CC=2C1=NC(=C(N2)C(=O)O)O (1-ethyl-6-hydroxy-1H-pyrazolo[3,4-b]-pyrazine-5-carboxylic acid), S(=O)(Cl)Cl (thionyl chloride). Product: C(C)N1N=CC=2C1=NC(=C(N2)C(=O)Cl)O (1-Ethyl-6-hydroxy-1H-pyrazolo[3,4-b]pyrazine-5-carbonyl chloride). RXN SMILES: [CH2:1]([N:3]1[C:7]2=[N:8][C:9]([OH:15])=[C:10]([C:12](O)=[O:13])[N:11]=[C:6]2[CH:5]=[N:4]1)[CH3:2].S(Cl)([Cl:18])=O>>[CH2:1]([N:3]1[C:7]2=[N:8][C:9]([OH:15])=[C:10]([C:12]([Cl:18])=[O:13])[N:11]=[C:6]2[CH:5]=[N:4]1)[CH3:2]. Procedure details: 31.3 g. of 1-ethyl-6-hydroxy-1H-pyrazolo[3,4-b]-pyrazine-5-carboxylic acid (0.15 mol.) are carefully added in portions to 300 ml. of thionyl chloride. As soon as the gas evolution has ceased, the mixture is heated at reflux for 3 hours. After removal of excess thionyl chloride under vacuum, the residue is dissolved in benzene. Evaporation of the benzene provides 30.5 g. (90%) of amorphous 1-ethyl-6-hydroxy-1H-pyrazolo[3,4-b]pyrazine-5-carbonyl chloride which is used without further purification. The reactants are IC=1C=CC2=C(C(=CO2)CCNC(C)=O)C1 (N-[2-(5-Iodo-1-benzofuran-3-yl)ethyl]acetamide), C(=C)[Sn](CCCC)(CCCC)CCCC (vinyl tributyltin). Reagents/catalysts: C=1C=CC(=CC1)[P](C=2C=CC=CC2)(C=3C=CC=CC3)[Pd]([P](C=4C=CC=CC4)(C=5C=CC=CC5)C=6C=CC=CC6)([P](C=7C=CC=CC7)(C=8C=CC=CC8)C=9C=CC=CC9)[P](C=1C=CC=CC1)(C=1C=CC=CC1)C=1C=CC=CC1 (tetrakis(triphenylphosphine)palladium). Solvent: CN1C(CCC1)=O (N-methylpyrrolidinone). Product: C(=C)C=1C=CC2=C(C(=CO2)CCNC(C)=O)C1 (N-[2-(5-Vinyl-1-benzofuran-3-yl)ethyl]acetamide). As a reaction SMILES: I[C:2]1[CH:3]=[CH:4][C:5]2[O:9][CH:8]=[C:7]([CH2:10][CH2:11][NH:12][C:13](=[O:15])[CH3:14])[C:6]=2[CH:16]=1.[CH:17]([Sn](CCCC)(CCCC)CCCC)=[CH2:18]>CN1CCCC1=O.C1C=CC([P]([Pd]([P](C2C=CC=CC=2)(C2C=CC=CC=2)C2C=CC=CC=2)([P](C2C=CC=CC=2)(C2C=CC=CC=2)C2C=CC=CC=2)[P](C2C=CC=CC=2)(C2C=CC=CC=2)C2C=CC=CC=2)(C2C=CC=CC=2)C2C=CC=CC=2)=CC=1>[CH:17]([C:2]1[CH:3]=[CH:4][C:5]2[O:9][CH:8]=[C:7]([CH2:10][CH2:11][NH:12][C:13](=[O:15])[CH3:14])[C:6]=2[CH:16]=1)=[CH2:18] |^1:42,44,63,82|. Procedure details: 15 mmol of the product obtained in Step B, 16 mmol of vinyl tributyltin and 0.43 mmol of tetrakis(triphenylphosphine)palladium, are heated at 110° C., with stirring, for 3 hours in 30 ml of N-methylpyrrolidinone. After removal of the solvent by evaporation, the residue is taken up in 20 ml of dichloromethane and treated with an aqueous 10% potassium fluoride solution. Extraction, concentration under reduced pressure and chromatography over silica gel yield the pure title product. The reactants are ClCCCCBr, COc1ccc(NC(=O)Nc2ccc(Oc3ccnc4cc(O)c(C#N)cc34)cc2)cc1, CN(C)C=O. Product: COc1ccc(NC(=O)Nc2ccc(Oc3ccnc4cc(OCCCCCl)c(C#N)cc34)cc2)cc1. As a reaction SMILES: [Br:33][CH2:34][CH2:35][CH2:36][CH2:37][Cl:38].[C:1](#[N:2])[c:3]1[cH:4][c:5]2[c:6]([O:14][c:15]3[cH:16][cH:17][c:18]([NH:21][C:22](=[O:23])[NH:24][c:25]4[cH:26][cH:27][c:28]([O:31][CH3:32])[cH:29][cH:30]4)[cH:19][cH:20]3)[cH:7][cH:8][n:9][c:10]2[cH:11][c:12]1[OH:13].[CH3:39][N:40]([CH3:41])[CH:42]=[O:43]>>[C:1](#[N:2])[c:3]1[cH:4][c:5]2[c:6]([O:14][c:15]3[cH:16][cH:17][c:18]([NH:21][C:22](=[O:23])[NH:24][c:25]4[cH:26][cH:27][c:28]([O:31][CH3:32])[cH:29][cH:30]4)[cH:19][cH:20]3)[cH:7][cH:8][n:9][c:10]2[cH:11][c:12]1[O:13][CH2:34][CH2:35][CH2:36][CH2:37][Cl:38]. RXN SMILES: N1C2C(=CC=CC=2)C=C1.[H-].[Na+].C(OC(=O)CBr)C.C([O:21][C:22](=[O:33])[CH2:23][N:24]1[C:32]2[C:27](=[CH:28][CH:29]=[CH:30][CH:31]=2)[CH:26]=[CH:25]1)C.[OH-].[Na+].Cl>CN(C=O)C.CO.C1COCC1.ClCCl>[N:24]1([CH2:23][C:22]([OH:33])=[O:21])[C:32]2[C:27](=[CH:28][CH:29]=[CH:30][CH:31]=2)[CH:26]=[CH:25]1 |f:1.2,5.6|. Conditions: temperature 70 celsius. Product: N1(C=CC2=CC=CC=C12)CC(=O)O (Indol-1-yl-acetic acid). The reactants are C(C)OC(CN1C=CC2=CC=CC=C12)=O (indol-1-yl-acetic acid ethyl ester), [OH-].[Na+] (NaOH), C(C)OC(CBr)=O (bromo-acetic acid ethyl ester), N1C=CC2=CC=CC=C12 (1H-indole), [H-].[Na+] (sodium hydride), Cl (HCl). Procedure details: 1H-indole (5.0 g, 42.7 mmol) in anhydrous DMF (10 mL) was added to a suspension of sodium hydride (1.13 g, 46.9 mmol) in anhydrous DMF (20 mL) in a flame dried flask at 0° C. stirred under nitrogen atmosphere. Fifteen minutes after gas evolution had ceased, bromo-acetic acid ethyl ester (5.7 mL, 51.2 mmol) was added and the reaction was heated to 70° C. and stirred under nitrogen. Upon completion (TLC: 50% dichloromethane in heptane), the reaction mixture was quenched with water (50 mL) and extr... Run in CO (methanol), C1CCOC1 (THF), ClCCl (dichloromethane), CO (methanol), CN(C)C=O (DMF), CN(C)C=O (DMF). The reactants are ClC=1C=CC=C2C=C(C(=NC12)C1=C(C=CC(=C1)F)Cl)[C@H](C)N ((1S)-1-(8-chloro-2-(2-chloro-5-fluoro-phenyl)quinolin-3-yl)ethanamine), ClC1=C2NC=NC2=NC=N1 (6-chloropurine), CCN(C(C)C)C(C)C (DIEA). Run in C(CCC)O (n-butanol). Product: ClC=1C=CC=C2C=C(C(=NC12)C1=C(C=CC(=C1)F)Cl)[C@H](C)NC1=C2N=CNC2=NC=N1 (N—((S)-1-(8-chloro-2-(2-chloro-5-fluorophenyl)quinolin-3-yl)ethyl)-9H-purin-6-amine). Reaction SMILES: [Cl:1][C:2]1[CH:3]=[CH:4][CH:5]=[C:6]2[C:11]=1[N:10]=[C:9]([C:12]1[CH:17]=[C:16]([F:18])[CH:15]=[CH:14][C:13]=1[Cl:19])[C:8]([C@@H:20]([NH2:22])[CH3:21])=[CH:7]2.Cl[C:24]1[N:32]=[CH:31][N:30]=[C:29]2[C:25]=1[NH:26][CH:27]=[N:28]2.CCN(C(C)C)C(C)C>C(O)CCC>[Cl:1][C:2]1[CH:3]=[CH:4][CH:5]=[C:6]2[C:11]=1[N:10]=[C:9]([C:12]1[CH:17]=[C:16]([F:18])[CH:15]=[CH:14][C:13]=1[Cl:19])[C:8]([C@@H:20]([NH:22][C:24]1[N:32]=[CH:31][N:30]=[C:29]3[C:25]=1[N:26]=[CH:27][NH:28]3)[CH3:21])=[CH:7]2. Procedure: Prepared according to Procedure H using (1S)-1-(8-chloro-2-(2-chloro-5-fluoro-phenyl)quinolin-3-yl)ethanamine (0.072 g, 0.215 mmol), 6-chloropurine (0.040 g, 0.26 mmol, 1.2 eq) and DIEA (0.42 mmol, 2.0 eq) in n-butanol (3 mL). N—((S)-1-(8-chloro-2-(2-chloro-5-fluorophenyl)quinolin-3-yl)ethyl)-9H-purin-6-amine [PI3Kδ IC50=8 nM] was obtained after purification as a white solid. 1H-NMR (MeOD) δ ppm 8.68 (s, 1H), 8.60 (s, 1H), 8.02-8.10 (m, 2H), 7.92-7.99 (m, 1H), 7.85-7.93 (m, 1H), 7.54-7.63 (m, 1H... Starting materials: FC(C1=CC=C(C=N1)C(N)=NO)(F)F (6-trifluoromethyl-pyridine-3-amidoxime), ClC1=C(SC=C1)C(=O)Cl (3-chloro-thiophene-2-carbonyl chloride). Yields the product ClC1=C(SC=C1)C1=NC(=NO1)C=1C=NC(=CC1)C(F)(F)F (5-(3-Chloro-thiophen-2-yl)-3-(6-trifluoromethyl-pyridin-3-yl)-[1,2,4]-oxadiazole), white solid. Yield: 80.0%. As a reaction SMILES: [F:1][C:2]([F:14])([F:13])[C:3]1[N:8]=[CH:7][C:6]([C:9](=[N:11][OH:12])[NH2:10])=[CH:5][CH:4]=1.[Cl:15][C:16]1[CH:20]=[CH:19][S:18][C:17]=1[C:21](Cl)=O>>[Cl:15][C:16]1[CH:20]=[CH:19][S:18][C:17]=1[C:21]1[O:12][N:11]=[C:9]([C:6]2[CH:7]=[N:8][C:3]([C:2]([F:13])([F:1])[F:14])=[CH:4][CH:5]=2)[N:10]=1. Procedure details: The title compound was prepared from 6-trifluoromethyl-pyridine-3-amidoxime (418 mg, 2.04 mmol) and 3-chloro-thiophene-2-carbonyl chloride (369 mg, 2.04 mmol) similar to Example 16, and yielded 538 mg (80%) of white solid. 1H NMR (CDCl3): 9.49 (m, 1H), 8.63 (m, 1H), 7.85 (dd, J=8.24, 0.82 Hz, 1H), 7.66 (d, J=5.49 Hz, 1H), 7.17 (d, J=5.22 Hz, 1H). The reactants are ClC1=[N+](C2=CC=CC=C2N=C1)[O-] (2-chloroquinoxaline 1-oxide), [N-]=[N+]=[N-].[Na+] (sodium azide). Run in O (water), CC(=O)C (acetone). Reaction conditions: temperature 25 celsius, time 60 hour. Yields the product N(=[N+]=[N-])C1=[N+](C2=CC=CC=C2N=C1)[O-] (azidoquinoxaline-oxide). As a reaction SMILES: Cl[C:2]1[CH:11]=[N:10][C:9]2[C:4](=[CH:5][CH:6]=[CH:7][CH:8]=2)[N+:3]=1[O-:12].[N-:13]=[N+:14]=[N-:15].[Na+]>CC(C)=O.O>[N:13]([C:2]1[CH:11]=[N:10][C:9]2[C:4](=[CH:5][CH:6]=[CH:7][CH:8]=2)[N+:3]=1[O-:12])=[N+:14]=[N-:15] |f:1.2|. Procedure: In this example 0.500 grams (0.0028 mol) of 2-chloroquinoxaline 1-oxide and 0.500 grams (0.0080 mol) of sodium azide were added to and dissolved in 35 ml of acetone and 35 ml of water. The solution was stirred at 25° C for 60 hours. The acetone was evaporated in vacuo and the resulting aqueous solution was extracted with methylene chloride. The organic phase was introduced onto a basic alumina column. Elution with chloroform gave 2 azidoquinoxaline-oxide in a yield of 0.080 grams or 16% of theor... The reactants are FC(C(=O)C1=CC=CC=C1)(F)F (trifluoroacetophenone), FC(F)(F)S(=O)(=O)O (trifluoromethyl sulfonic acid), C1(=CC=CC=C1)OC (anisole). Run at time 10 minute. Yields the product COC1=CC=C(C=C1)C(C(F)(F)F)(C1=CC=CC=C1)C1=CC=C(C=C1)OC (1,1-Bis-(4-methoxyphenyl)-1-phenyl-2,2,2-trifluoroethane). The yield is 93.8%. As a reaction SMILES: F[C:2](F)(F)[C:3]([C:5]1[CH:10]=[CH:9][CH:8]=[CH:7][CH:6]=1)=O.[F:13][C:14](S(O)(=O)=O)([F:16])[F:15].[C:21]1([O:27][CH3:28])[CH:26]=[CH:25][CH:24]=[CH:23][CH:22]=1>>[CH3:28][O:27][C:21]1[CH:26]=[CH:25][C:2]([C:3]([C:24]2[CH:25]=[CH:26][C:21]([O:27][CH3:28])=[CH:22][CH:23]=2)([C:5]2[CH:10]=[CH:9][CH:8]=[CH:7][CH:6]=2)[C:14]([F:16])([F:15])[F:13])=[CH:23][CH:22]=1. Procedure details: A mixture of 10.0 g. (0.057 mol) of trifluoroacetophenone, 10 g (0.07 mol) trifluoromethyl sulfonic acid, and 10 g (1.09 mol) anisole was stirred at room temperature for 24 hours. There was a slight initial exothermic reaction which subsided within 10 minutes. At the end of 24 hours, the mixture was transferred to a separatory funnel and the organic material was washed with water (3×100 ml), saturated sodium bicorbonate (3×50 ml), and water (2×50 ml). The organic phase was dried (magnesium sulfa...